This data is from the Open Reaction Database (ORD), a public repository of structured organic reaction records. The task is: describe an organic reaction: reactants, conditions, products, and yield Reactants: C(C)(C)(C)OC(=O)NCCCN1C(C2=CC(=CC=C2C2=C1C=1C=CC=CC1C2=O)NC(C(=O)OC)=O)=O (Methyl 2-[(6-(3-((tert-Butoxycarbonyl)amino)propyl)-5,11-dioxo-6,11-dihydro-5H-indeno[1,2-c]isoquinolin-3-yl)amino]-2-oxoacetate), FC(C(=O)O)(F)F (trifluoroacetic acid). The solvent is C(Cl)(Cl)Cl (chloroform). The product is NCCCN1C(C2=CC(=CC=C2C2=C1C=1C=CC=CC1C2=O)NC(C(=O)OC)=O)=O (Methyl 2-[(6-(3-Aminopropyl)-5,11-dioxo-6,11-dihydro-5H-indeno[1,2-c]isoquinolin-3-yl)amino]-2-oxoacetate). As a reaction SMILES: C(OC([NH:8][CH2:9][CH2:10][CH2:11][N:12]1[C:21]2[C:22]3[CH:23]=[CH:24][CH:25]=[CH:26][C:27]=3[C:28](=[O:29])[C:20]=2[C:19]2[C:14](=[CH:15][C:16]([NH:30][C:31](=[O:36])[C:32]([O:34][CH3:35])=[O:33])=[CH:17][CH:18]=2)[C:13]1=[O:37])=O)(C)(C)C.FC(F)(F)C(O)=O>C(Cl)(Cl)Cl>[NH2:8][CH2:9][CH2:10][CH2:11][N:12]1[C:21]2[C:22]3[CH:23]=[CH:24][CH:25]=[CH:26][C:27]=3[C:28](=[O:29])[C:20]=2[C:19]2[C:14](=[CH:15][C:16]([NH:30][C:31](=[O:36])[C:32]([O:34][CH3:35])=[O:33])=[CH:17][CH:18]=2)[C:13]1=[O:37]. Procedure details: Compound 17 (0.070 g, 0.130 mmol) was treated with trifluoroacetic acid (0.5 mL) in chloroform (5 mL) for 2 h at room temperature. The solvent was removed on a rotary evaporator and the residue was then basified with 2 N NH3 in methanol to get the free amine, which was purified by silica gel column chromatography, eluting with chloroform-methanol, 8.7:1.3, to yield the product 22 (0.035 g, 65%) as a brown solid: mp 185-186° C. IR (KBr) 3014, 1692, 1581, 1570, 1533, 1307, 1198, 722, 455 cm−1; 1H ... Reactants: FC1=CC=C(CN2C=CC=3C2=CN=C(C3)C(=O)O)C=C1 (1-(4-fluorobenzyl)-1H-pyrrolo[2,3-c]pyridine-5-carboxylic acid), Cl.C(C1=CC=CC=C1)NO (N-benzyl hydroxylamine hydrochloride). Product: C(C1=CC=CC=C1)N(C(=O)C=1C=C2C(=CN1)N(C=C2)CC2=CC=C(C=C2)F)O (N-Benzyl-1-(4-fluorobenzyl)-N-hydroxy-1H-pyrrolo[2,3-c]pyridine-5-carboxamide). Reaction SMILES: [F:1][C:2]1[CH:20]=[CH:19][C:5]([CH2:6][N:7]2[C:11]3=[CH:12][N:13]=[C:14]([C:16]([OH:18])=O)[CH:15]=[C:10]3[CH:9]=[CH:8]2)=[CH:4][CH:3]=1.Cl.[CH2:22]([NH:29][OH:30])[C:23]1[CH:28]=[CH:27][CH:26]=[CH:25][CH:24]=1>>[CH2:22]([N:29]([OH:30])[C:16]([C:14]1[CH:15]=[C:10]2[CH:9]=[CH:8][N:7]([CH2:6][C:5]3[CH:4]=[CH:3][C:2]([F:1])=[CH:20][CH:19]=3)[C:11]2=[CH:12][N:13]=1)=[O:18])[C:23]1[CH:28]=[CH:27][CH:26]=[CH:25][CH:24]=1 |f:1.2|. Procedure: The title compound was prepared by coupling of 1-(4-fluorobenzyl)-1H-pyrrolo[2,3-c]pyridine-5-carboxylic acid with N-benzyl hydroxylamine hydrochloride in a manner similar to step (c) of example 1. 1H NMR (DMSO-d6) δ; 8.92 (s, 1H), 8.11 (s, 1H), 7.91 (d, 1H, J=2.8 Hz), 7.26–7.38 (m, 7H), 7.16 (d, 2H, J=8.5 Hz), 6.72 (d, 1H, J=2.8 Hz), 5,58 (s, 2H), 4.97 (s, 2H). LCMS (API-ES, M+H+): 376.1, HRMS calcd for C22H19FN3O2 (M+H) 376.1461. found 376.1448. Anal. (C22H18FN3O2) C, H, N. HPLC: 100% purity. Starting materials: CN(C)C=O (DMF), BrC=1C=C(C(=NC1)NC=1SC=C(N1)C)OC1=CC=CC=C1 (N-(5-bromo-3-phenoxypyridin-2-yl)-4-methylthiazol-2-amine), [Li]C (MeLi), C(CCC)[Li] (n-Butyllithium), C([O-])(O)=O.[Na+] (sodium bicarbonate). Run in CC(=O)O (AcOH), C1CCOC1 (THF). Reaction conditions: temperature -78 celsius, time 10 minute. Product: CC=1N=C(SC1)NC1=NC=C(C=O)C=C1OC1=CC=CC=C1 (6-(4-methylthiazol-2-ylamino)-5-phenoxynicotinaldehyd). RXN SMILES: Br[C:2]1[CH:3]=[C:4]([O:15][C:16]2[CH:21]=[CH:20][CH:19]=[CH:18][CH:17]=2)[C:5]([NH:8][C:9]2[S:10][CH:11]=[C:12]([CH3:14])[N:13]=2)=[N:6][CH:7]=1.[Li]C.C([Li])CCC.CN([CH:32]=[O:33])C.C(=O)(O)[O-].[Na+]>C1COCC1.CC(O)=O>[CH3:14][C:12]1[N:13]=[C:9]([NH:8][C:5]2[C:4]([O:15][C:16]3[CH:21]=[CH:20][CH:19]=[CH:18][CH:17]=3)=[CH:3][C:2]([CH:32]=[O:33])=[CH:7][N:6]=2)[S:10][CH:11]=1 |f:4.5|. Procedure details: N-(5-bromo-3-phenoxypyridin-2-yl)-4-methylthiazol-2-amine (724 mg, 2.00 mmol) was dissolved in THF (20 mL) and cooled to −78° C. MeLi (1.30 mL, 2.20 mmol) is added slowly, and stirred for 10 minutes. n-Butyllithium (0.88 mL, 2.20 mmol) was added and the reaction mixture was stirred for 15 minutes. DMF (0.31 mL, 4.00 mmol) was added, and the reaction mixture was stirred for 30 minutes. The reaction mixture was warmed to room temperature and AcOH (2 mL) is added. The reaction mixture was stirred a... The reactants are Cl.OC=1C=C(CCN)C=CC1 (3-hydroxyphenethylamine hydrochloride), Cl (hydrochloric acid), CO (methanol). Solvent: C=O (formaldehyde). Reaction conditions: temperature 45 celsius, time 18 hour. Product: Cl.C1NCCC2=CC(=CC=C12)O (1,2,3,4-tetrahydro-6-isoquinolinol hydrochloride). RXN SMILES: [ClH:1].[OH:2][C:3]1[CH:4]=[C:5]([CH:9]=[CH:10][CH:11]=1)[CH2:6][CH2:7][NH2:8].Cl.[CH3:13]O>C=O>[ClH:1].[CH2:13]1[C:9]2[C:5](=[CH:4][C:3]([OH:2])=[CH:11][CH:10]=2)[CH2:6][CH2:7][NH:8]1 |f:0.1,5.6|. Procedure: To a solution of 3-hydroxyphenethylamine hydrochloride (3.0 g) in methanol (6 mL), formaldehyde (37% aqueous solution, 2.7 mL) and a catalytic amount of concentrated hydrochloric acid were added, followed by stirring at 45° C. for 18 hours. The reaction mixture was concentrated and the obtained solid was washed with a mixed solvent of diisopropyl ether-methanol (1:2) to thereby give the title compound (2.8 g) having the following physical properties. Reactants: ( a ), Cl.O=C1CCC=2C=C(C=NC2N1)/C=C/C(=O)O ((E)-3-(7-oxo-5,6,7,8-tetrahydro-[1,8]naphthyridin-3yl)acrylic acid hydrochloride), Cl.CN1CC(NC2=C(C1)C=C(C=N2)/C=C/C(=O)O)=O ((E)-3-(4-methyl-2-oxo-2,3,4,5-tetrahydro-1H-pyrido[2,3-e][1,4]diazepin-7-yl)acrylic acid hydrochloride), CNCC1=CC=C(C2=CC=CC=C12)C (methyl-(4-methyl-naphthalen-1ylmethyl)amine), CNCC1=C(C2=CC=CC=C2C=C1)CCC (methyl-(1-propyl-naphthalen-2-ylmethyl)amine), amide. Product: CN(C(\C=C\C=1C=NC=2NC(CCC2C1)=O)=O)CC1=CC=C(C2=CC=CC=C12)C ((E)-N-Methyl-N-(4-methyl-naphthalen-1-ylmethyl)-3-(7-oxo-5,6,7,8-tetrahydro-[1,8]naphthyridin-3-yl)acrylamide). The yield is 76.0%. As a reaction SMILES: [CH3:1][NH:2][CH2:3][C:4]1[C:13]2[C:8](=[CH:9][CH:10]=[CH:11][CH:12]=2)[C:7]([CH3:14])=[CH:6][CH:5]=1.CNCC1C=CC2C(=CC=CC=2)C=1CCC.Cl.[O:32]=[C:33]1[NH:42][C:41]2[N:40]=[CH:39][C:38](/[CH:43]=[CH:44]/[C:45](O)=[O:46])=[CH:37][C:36]=2[CH2:35][CH2:34]1.Cl.CN1CC2C=C(/C=C/C(O)=O)C=NC=2NC(=O)C1>>[CH3:1][N:2]([CH2:3][C:4]1[C:13]2[C:8](=[CH:9][CH:10]=[CH:11][CH:12]=2)[C:7]([CH3:14])=[CH:6][CH:5]=1)[C:45](=[O:46])/[CH:44]=[CH:43]/[C:38]1[CH:39]=[N:40][C:41]2[NH:42][C:33](=[O:32])[CH2:34][CH2:35][C:36]=2[CH:37]=1 |f:2.3,4.5|. Procedure: According to the procedure of Example 1 (a), except substituting methyl-(4-methyl-naphthalen-1ylmethyl)amine for the methyl-(1-propyl-naphthalen-2-ylmethyl)amine, and substituting (E)-3-(7-oxo-5,6,7,8-tetrahydro-[1,8]naphthyridin-3yl)acrylic acid hydrochloride for the (E)-3-(4-methyl-2-oxo-2,3,4,5-tetrahydro-1H-pyrido[2,3-e][1,4]diazepin-7-yl)acrylic acid hydrochloride, the title compound (0.410 g, 76%) was prepared as an off-white solid and as a mixture of amide rotamers: 1H NMR (300 MHz, DMSO-... Reactants: Cc1ccccc1, NCc1cc(C(F)(F)F)ccc1Cl, O=Cc1cc(C(F)(F)F)cc(C(F)(F)F)c1, O, Cc1ccc(S(N)(=O)=O)cc1. Yields the product FC(F)(F)c1cc(C=NCc2cc(C(F)(F)F)ccc2Cl)cc(C(F)(F)F)c1. RXN SMILES: [CH3:1][c:2]1[cH:3][cH:4][cH:5][cH:6][cH:7]1.[Cl:8][c:9]1[c:10]([CH2:11][NH2:12])[cH:13][c:14]([C:17]([F:18])([F:19])[F:20])[cH:15][cH:16]1.[F:21][C:22]([c:23]1[cH:24][c:25]([CH:26]=[O:27])[cH:28][c:29]([C:31]([F:32])([F:33])[F:34])[cH:30]1)([F:35])[F:36].[OH2:48].[c:37]1([CH3:38])[cH:39][cH:40][c:41]([S:42]([NH2:43])(=[O:44])=[O:45])[cH:46][cH:47]1>>[Cl:8][c:9]1[c:10]([CH2:11][N:12]=[CH:26][c:25]2[cH:24][c:23]([C:22]([F:21])([F:35])[F:36])[cH:30][c:29]([C:31]([F:32])([F:33])[F:34])[cH:28]2)[cH:13][c:14]([C:17]([F:18])([F:19])[F:20])[cH:15][cH:16]1. Reactants: O=C(Cl)c1ccccc1, CC(C)=O, CC(=O)Nc1cccc(N)c1, [NH4+], O, N#C[S-]. The product is CC(=O)Nc1cccc(NC(N)=S)c1. Reaction SMILES: [C:5]([Cl:6])(=[O:7])[c:8]1[cH:9][cH:10][cH:11][cH:12][cH:13]1.[CH3:26][C:27](=[O:28])[CH3:29].[NH2:14][c:15]1[cH:16][c:17]([NH:18][C:19]([CH3:20])=[O:21])[cH:22][cH:23][cH:24]1.[NH4+:4].[OH2:25].[S-:1][C:2]#[N:3]>>[S:1]=[C:2]([NH2:3])[NH:14][c:15]1[cH:16][c:17]([NH:18][C:19]([CH3:20])=[O:21])[cH:22][cH:23][cH:24]1. Reactants: C(C)OC(=O)C=1C(N(C2=NC(=CC=C2C1O)C)CC)=O (1-Ethyl-1,2-dihydro-4-hydroxy-7-methyl-2-oxo-1,8-naphthyridine-3-carboxylic acid ethyl ester), O (water), CN (methylamine), CO (methanol). Solvent: C(C)(=O)O (acetic acid). The product is C(C)N1C(C(=C(C2=CC=C(N=C12)C)O)C(=O)NC)=O (1-Ethyl-1,2-dihydro-4-hydroxy-N-methyl-7-methyl-2-oxo-1,8-naphthyridine-3-carboxamide). RXN SMILES: C(O[C:4]([C:6]1[C:7](=[O:20])[N:8]([CH2:18][CH3:19])[C:9]2[C:14]([C:15]=1[OH:16])=[CH:13][CH:12]=[C:11]([CH3:17])[N:10]=2)=[O:5])C.[CH3:21][NH2:22].CO.O>C(O)(=O)C>[CH2:18]([N:8]1[C:9]2[C:14](=[CH:13][CH:12]=[C:11]([CH3:17])[N:10]=2)[C:15]([OH:16])=[C:6]([C:4]([NH:22][CH3:21])=[O:5])[C:7]1=[O:20])[CH3:19]. Procedure details: A stirred mixture of 4 g. of 1-ethyl-1,2-dihydro-4-hydroxy-7-methyl-2-oxo-1,8-naphthyridine-3-carboxylic acid ethyl ester (prepared as in Example 1) and 30 ml. of 40% aqueous methylamine in 20 ml. of methanol was heated under reflux for 5 hours. The solution was cooled, diluted with 100 ml. of water and was acidified with glacial acetic acid. The precipitate which formed was collected, air dried and was recrystallized from heptane to give 1.9 g. of the title compound, m.p. 150°-4° C. The reactants are BrC=1C=C2C(=CC1)O[C@H](C[C@]21N=C(N(C1=O)CCC)SCCC)C1=CC=CC=C1 ((2R,4S)-6-bromo-2-phenyl-1′-propyl-2′-(propylthio)spiro[chroman-4,4′-imidazol]-5′(1′H)-one), [NH4+].[I-] (NH4I). The solvent is N.CCO (NH3 EtOH). The product is NC=1N(C([C@]2(N1)C[C@@H](OC1=CC=C(C=C12)Br)C1=CC=CC=C1)=O)CCC ((2R,4S)-2′-amino-6-bromo-2-phenyl-1′-propylspiro-[chroman-4,4′-imidazol]-5′(1′H)-one). Isolated yield 22.6%. Reaction SMILES: [Br:1][C:2]1[CH:3]=[C:4]2[C@:11]3([C:15](=[O:16])[N:14]([CH2:17][CH2:18][CH3:19])[C:13](SCCC)=[N:12]3)[CH2:10][C@H:9]([C:24]3[CH:29]=[CH:28][CH:27]=[CH:26][CH:25]=3)[O:8][C:5]2=[CH:6][CH:7]=1.[NH4+:30].[I-]>N.CCO>[NH2:30][C:13]1[N:14]([CH2:17][CH2:18][CH3:19])[C:15](=[O:16])[C@:11]2([C:4]3[C:5](=[CH:6][CH:7]=[C:2]([Br:1])[CH:3]=3)[O:8][C@@H:9]([C:24]3[CH:29]=[CH:28][CH:27]=[CH:26][CH:25]=3)[CH2:10]2)[N:12]=1 |f:1.2,3.4|. Procedure: A solution of (2R,4S)-6-bromo-2-phenyl-1′-propyl-2′-(propylthio)spiro[chroman-4,4′-imidazol]-5′(1′H)-one (75 mg, 0.16 mmol), and NH4I (46 mg, 0.32 mmol) in NH3/EtOH (4 mL, 1.5 N) was heated at 110° C. in a tube in a microwave reactor for 2-2.5 h. After cooling, the mixture was concentrated in vacuo to give a residue, which was purified by preparative TLC to afford (2R,4S)-2′-amino-6-bromo-2-phenyl-1′-propylspiro-[chroman-4,4′-imidazol]-5′(1′H)-one (15 mg, 23%). 1H-NMR (MeOD): 1.00 (m, 3H), 1.45 ...